The task is: describe an organic reaction: reactants, conditions, products, and yield. This data is from the Open Reaction Database (ORD), a public repository of structured organic reaction records. Reactants: O (water), C(C)(=O)OCC=1CS[C@H]2N(C1C(=O)O)C(C2NC(C(C)C)=O)=O (3-acetoxymethyl-7-isobutyrylamino-3-cephem-4-carboxylic acid), C(O)([O-])=O.[Na+] (sodium hydrogen carbonate), O.O.[Cl-].[Ca+2].[Cl-] (calcium chloride dihydrate). Solvent: C(C)(=O)OCC (ethyl acetate), CO (methanol). Run at temperature 70 celsius, time 90 minute. Product: C(C(C)C)(=O)NC1[C@@H]2N(C(=C(CS2)COC)C(=O)O)C1=O (7-Isobutyrylamino-3-methoxymethyl-3-cephem-4-carboxylic acid). Yield: 43.6%. RXN SMILES: [C:1]([O:4][CH2:5][C:6]1[CH2:7][S:8][C@@H:9]2[CH:16]([NH:17][C:18](=[O:22])[CH:19]([CH3:21])[CH3:20])[C:15](=[O:23])[N:10]2[C:11]=1[C:12]([OH:14])=[O:13])(=O)C.C(=O)([O-])O.[Na+].O.O.[Cl-].[Ca+2].[Cl-].O>CO.C(OCC)(=O)C>[C:18]([NH:17][CH:16]1[C:15](=[O:23])[N:10]2[C:11]([C:12]([OH:14])=[O:13])=[C:6]([CH2:5][O:4][CH3:1])[CH2:7][S:8][C@H:9]12)(=[O:22])[CH:19]([CH3:21])[CH3:20] |f:1.2,3.4.5.6.7|. Reported procedure: 2 g of 3-acetoxymethyl-7-isobutyrylamino-3-cephem-4-carboxylic acid and 490 mg of sodium hydrogen carbonate were dissolved in 21 ml of 66% v/v aqueous methanol, and 30 g of calcium chloride dihydrate were added. The resulting mixture was stirred at 70° C. for 90 minutes, after which it was cooled and 40 ml of water and 50 ml of ethyl acetate were added. The aqueous phase was adjusted to a pH value of 7-8 and separated, after which it was acidified with hydrochloric acid and extracted three times... The reactants are CC1=C(C=CC=C1)P(C2=C(C=CC=C2)C)C3=C(C=CC=C3)C (P(o-tol)3), crude product, BrC1=CC2=C(NCCCN(C2)C(=O)OC(C)(C)C)N=C1 (tert-butyl 8-bromo-1,2,3,4-tetrahydropyrido[2,3-b][1,5]diazocine-5(6H)-carboxylate), CN(C(C=C)=O)CC=1OC2=C(C1C)C=CC=C2 (N-methyl-N-((3-methylbenzofuran-2-yl)methyl)acrylamide), C(C)N(C(C)C)C(C)C ((i-Pr)2EtN). Procedure: A suspension of tert-butyl 8-bromo-1,2,3,4-tetrahydropyrido[2,3-b][1,5]diazocine-5(6H)-carboxylate (45 mg, 0.13 mmol), N-methyl-N-((3-methylbenzofuran-2-yl)methyl)acrylamide (90 mg, 0.39 mmol) and (i-Pr)2EtN (0.11 mL, 0.66 mmol) in 3.75 mL of DMF:propionitrile (4:1) was de-oxygenated with Ar for 30 min. The mixture was treated with Pd(OAc)2 (3.0 mg, 0.013 mmol) and P(o-tol)3 (8.0 mg, 0.926 mmol) then heated to 110° C. for 20 h. The hot mixture was filtered through a pad of celite and washed with... Reagents/catalysts: CC(=O)[O-].CC(=O)[O-].[Pd+2] (Pd(OAc)2). The product is N1C2=C(CNCCC1)C=C(C=N2)/C=C/C(=O)N(CC=2OC1=C(C2C)C=CC=C1)C ((E)-3-(1,2,3,4,5,6-hexahydropyrido[2,3-b][1,5]diazocin-8-yl)-N-methyl-N-((3-methylbenzofuran-2-yl)methyl)acrylamide). Conditions: temperature 110 celsius, time 30 minute. RXN SMILES: Br[C:2]1[CH:20]=[N:19][C:5]2[NH:6][CH2:7][CH2:8][CH2:9][N:10](C(OC(C)(C)C)=O)[CH2:11][C:4]=2[CH:3]=1.[CH3:21][N:22]([CH2:27][C:28]1[O:29][C:30]2[CH:37]=[CH:36][CH:35]=[CH:34][C:31]=2[C:32]=1[CH3:33])[C:23](=[O:26])[CH:24]=[CH2:25].C(N(C(C)C)C(C)C)C.CC1C=CC=CC=1P(C1C=CC=CC=1C)C1C=CC=CC=1C>CN(C=O)C.C(#N)CC.CC([O-])=O.CC([O-])=O.[Pd+2]>[NH:6]1[CH2:7][CH2:8][CH2:9][NH:10][CH2:11][C:4]2[CH:3]=[C:2](/[CH:25]=[CH:24]/[C:23]([N:22]([CH3:21])[CH2:27][C:28]3[O:29][C:30]4[CH:37]=[CH:36][CH:35]=[CH:34][C:31]=4[C:32]=3[CH3:33])=[O:26])[CH:20]=[N:19][C:5]1=2 |f:4.5,6.7.8|. Run in CN(C)C=O.C(CC)#N (DMF propionitrile). Yields the product Nc1nccc(-c2ccc(F)c(C(=O)c3ccccc3)c2)n1. Reaction SMILES: [CH2:23]([Cl:24])[Cl:25].[NH2:1][c:2]1[n:3][cH:4][cH:5][c:6](-[c:8]2[cH:9][cH:10][c:11]([F:22])[c:12]([CH:14]([OH:15])[c:16]3[cH:17][cH:18][cH:19][cH:20][cH:21]3)[cH:13]2)[n:7]1>>[NH2:1][c:2]1[n:3][cH:4][cH:5][c:6](-[c:8]2[cH:9][cH:10][c:11]([F:22])[c:12]([C:14](=[O:15])[c:16]3[cH:17][cH:18][cH:19][cH:20][cH:21]3)[cH:13]2)[n:7]1. Starting materials: ClCCl, Nc1nccc(-c2ccc(F)c(C(O)c3ccccc3)c2)n1. Starting materials: [Mn](=O)(=O)(=O)[O-].[K+] (potassium permanganate), COC1=CC=C(C=C1)N1C=C(C=C1)C=O (1-(4-methoxyphenyl)pyrrole-3-carbaldehyde), [OH-].[Na+] (sodium hydroxide). Solvent: N1=CC=CC=C1 (pyridine). Yields the product COC1=CC=C(C=C1)N1C=C(C=C1)C(=O)O (1-(4-Methoxyphenyl)pyrrole-3-carboxylic acid). Reaction SMILES: [CH3:1][O:2][C:3]1[CH:8]=[CH:7][C:6]([N:9]2[CH:13]=[CH:12][C:11]([CH:14]=[O:15])=[CH:10]2)=[CH:5][CH:4]=1.[OH-].[Na+].[Mn]([O-])(=O)(=O)=[O:19].[K+]>N1C=CC=CC=1>[CH3:1][O:2][C:3]1[CH:4]=[CH:5][C:6]([N:9]2[CH:13]=[CH:12][C:11]([C:14]([OH:19])=[O:15])=[CH:10]2)=[CH:7][CH:8]=1 |f:1.2,3.4|. Procedure: Next, 1-(4-methoxyphenyl)pyrrole-3-carbaldehyde was added to an aqueous solution (100 ml) of sodium hydroxide (4.38 g) and an aqueous pyridine solution (water 100 ml and pyridine 180 ml) of potassium permanganate (8.65 g) at 20-30° C., and stirred at room temperature for six hours. After completion of the reaction, the reaction solution was filtered through Celite, the filtrate was acidified by the addition of hydrochloric acid and extracted with ethyl acetate. The organic layer was dried over a... Starting materials: FC=1C=C(C=C(C1)CF)[C@@H](C=C)N[S@](=O)C(C)(C)C ((R)—N—((R)-1-(3-fluoro-5-(fluoromethyl)phenyl)allyl)-2-methylpropane-2-sulfinamide), Cl (HCl). The solvent is CO (MeOH). Reaction conditions: time 2 hour. The product is FC=1C=C(C=C(C1)CF)[C@@H](C=C)N ((R)-1-(3-fluoro-5-(fluoromethyl)phenyl)prop-2-en-1-amine). As a reaction SMILES: [F:1][C:2]1[CH:3]=[C:4]([C@H:10]([NH:13][S@@](C(C)(C)C)=O)[CH:11]=[CH2:12])[CH:5]=[C:6]([CH2:8][F:9])[CH:7]=1.Cl>CO>[F:1][C:2]1[CH:3]=[C:4]([C@H:10]([NH2:13])[CH:11]=[CH2:12])[CH:5]=[C:6]([CH2:8][F:9])[CH:7]=1. Procedure details: (R)—N—((R)-1-(3-fluoro-5-(fluoromethyl)phenyl)allyl)-2-methylpropane-2-sulfinamide (660 mg, 2.297 mmol) in MeOH (7.66 mL), was added HCl (4 M in dioxane) (5.742 mL, 22.97 mmol) at 0° C., the reaction mixture was stirred at room temperature for 2 h, The reaction mixture was concentrated to dryness. Sat. Na2CO3 was added, the reaction mixture was then extracted by EtOAc. The organic was dried and concentrated to yield the crude product. The crude product was used in next step reaction without puri...